This data is from the Open Reaction Database (ORD), a public repository of structured organic reaction records. The task is: describe an organic reaction: reactants, conditions, products, and yield Starting materials: CCO, CN(C)C=O, O=C(Cl)C(=O)Cl, CCOC(=O)C(F)(F)c1ccc(Cl)cc1, [K+], [OH-], O. The product is O=C(Cl)C(F)(F)c1ccc(Cl)cc1. Reaction SMILES: [CH3:25][CH2:26][OH:27].[CH3:28][N:29]([CH3:30])[CH:31]=[O:32].[Cl:19][C:20]([C:21]([Cl:22])=[O:23])=[O:24].[Cl:1][c:2]1[cH:3][cH:4][c:5]([C:8]([C:9](=[O:10])[O:11][CH2:12][CH3:13])([F:14])[F:15])[cH:6][cH:7]1.[K+:17].[OH-:16].[OH2:18]>>[Cl:1][c:2]1[cH:3][cH:4][c:5]([C:8]([C:9](=[O:10])[Cl:19])([F:14])[F:15])[cH:6][cH:7]1.